This data is from the Open Reaction Database (ORD), a public repository of structured organic reaction records. The task is: describe an organic reaction: reactants, conditions, products, and yield Starting materials: Cn1cc(C2=C(c3cn(C)c4cc(OS(=O)(=O)c5ccccc5)ccc34)C(=O)NC2=O)c2ccccc21, CO, Cl, [Na+], [OH-], O. Product: Cn1cc(C2=C(c3cn(C)c4cc(O)ccc34)C(=O)NC2=O)c2ccccc21. As a reaction SMILES: [CH3:1][n:2]1[cH:3][c:4]([C:21]2=[C:25]([c:26]3[cH:27][n:28]([CH3:35])[c:29]4[cH:30][cH:31][cH:32][cH:33][c:34]34)[C:24](=[O:36])[NH:23][C:22]2=[O:37])[c:5]2[cH:6][cH:7][c:8]([O:11][S:12]([c:13]3[cH:14][cH:15][cH:16][cH:17][cH:18]3)(=[O:19])=[O:20])[cH:9][c:10]12.[CH3:40][OH:41].[ClH:42].[Na+:39].[OH-:38].[OH2:43]>>[CH3:1][n:2]1[cH:3][c:4]([C:21]2=[C:25]([c:26]3[cH:27][n:28]([CH3:35])[c:29]4[cH:30][cH:31][cH:32][cH:33][c:34]34)[C:24](=[O:36])[NH:23][C:22]2=[O:37])[c:5]2[cH:6][cH:7][c:8]([OH:11])[cH:9][c:10]12. Starting materials: Cc1cc(Br)c2c(c1C)C(=O)CC2, Cc1ccccc1, [Cl-], [Cl-], [Cl-], ClCCl, Cl, N#C[Cu], [Fe+3], CN(C)C=O, O, O, O, O, O, O, O. The product is Cc1cc(C#N)c2c(c1C)C(=O)CC2. Reaction SMILES: [Br:1][c:2]1[c:3]2[c:7]([c:8]([CH3:12])[c:9]([CH3:11])[cH:10]1)[C:6](=[O:13])[CH2:5][CH2:4]2.[CH3:27][c:28]1[cH:29][cH:30][cH:31][cH:32][cH:33]1.[Cl-:40].[Cl-:42].[Cl-:43].[Cl:17][CH2:18][Cl:19].[ClH:26].[Cu:14][C:15]#[N:16].[Fe+3:41].[O:20]=[CH:21][N:22]([CH3:23])[CH3:24].[OH2:25].[OH2:34].[OH2:35].[OH2:36].[OH2:37].[OH2:38].[OH2:39]>>[c:2]1([C:15]#[N:16])[c:3]2[c:7]([c:8]([CH3:12])[c:9]([CH3:11])[cH:10]1)[C:6](=[O:13])[CH2:5][CH2:4]2. Starting materials: Cl (HCl), O1CCOCC1 (dioxane), C(#N)C=1C=CC(=NC1)N[C@H]1CN(CC1)C(=O)NC1CC2CCC(C1)N2C(=O)OC(C)(C)C (tert-butyl 3-((R)-3-(5-cyanopyridin-2-ylamino)pyrrolidine-1-carboxamido)-8-azabicyclo[3.2.1]octane-8-carboxylate). The solvent is C(Cl)Cl (CH2Cl2). Reaction conditions: time 1 hour. Yields the product Cl.Cl.C12CC(CC(CC1)N2)NC(=O)N2C[C@@H](CC2)NC2=NC=C(C=C2)C#N ((3R)—N-(8-azabicyclo[3.2.1]octan-3-yl)-3-(5-cyanopyridin-2-ylamino)pyrrolidine-1-carboxamide dihydrochloride). Reaction SMILES: [C:1]([C:3]1[CH:4]=[CH:5][C:6]([NH:9][C@@H:10]2[CH2:14][CH2:13][N:12]([C:15]([NH:17][CH:18]3[CH2:24][CH:23]4[N:25](C(OC(C)(C)C)=O)[CH:20]([CH2:21][CH2:22]4)[CH2:19]3)=[O:16])[CH2:11]2)=[N:7][CH:8]=1)#[N:2].[ClH:33].O1CCOCC1>C(Cl)Cl>[ClH:33].[ClH:33].[CH:20]12[NH:25][CH:23]([CH2:22][CH2:21]1)[CH2:24][CH:18]([NH:17][C:15]([N:12]1[CH2:13][CH2:14][C@@H:10]([NH:9][C:6]3[CH:5]=[CH:4][C:3]([C:1]#[N:2])=[CH:8][N:7]=3)[CH2:11]1)=[O:16])[CH2:19]2 |f:4.5.6|. Procedure: tert-butyl 3-((R)-3-(5-cyanopyridin-2-ylamino)pyrrolidine-1-carboxamido)-8-azabicyclo[3.2.1]octane-8-carboxylate (49 mg, 0.11 mmol) was dissolved in CH2Cl2 (2.5 mL) and 4 M HCl in dioxane (0.8 mL, 3.2 mmol) was added. The mixture was stirred at rt for 1 h and concentrated to give (3R)—N-(8-azabicyclo[3.2.1]octan-3-yl)-3-(5-cyanopyridin-2-ylamino)pyrrolidine-1-carboxamide dihydrochloride (46 mg, quant). The product is OC(CC1C(CCCC1)S)(P(O)(O)=O)P(O)(O)=O ([1-Hydroxy-2-(2-mercaptocyclohexyl)ethylidene]bis[Phosphonic Acid]). The solvent is Cl (hydrochloric acid), O (water). Reported procedure: [1-Hydroxy-2-(2-(acetylthio)cyclohexyl)ethylidene]bis[phosphonic acid] is heated at reflux in concentrated hydrochloric acid for 7 hours. The reaction is concentrated under reduced pressure and the solid residue is triturated in ethanol. The product is obtained by recrystallization the crude solid in ethanol and water. Reactants: OC(CC1C(CCCC1)SC(C)=O)(P(O)(O)=O)P(O)(O)=O ([1-Hydroxy-2-(2-(acetylthio)cyclohexyl)ethylidene]bis[phosphonic acid]). RXN SMILES: [OH:1][C:2]([P:18](=[O:21])([OH:20])[OH:19])([P:14](=[O:17])([OH:16])[OH:15])[CH2:3][CH:4]1[CH2:9][CH2:8][CH2:7][CH2:6][CH:5]1[S:10]C(=O)C>Cl.O>[OH:1][C:2]([P:14](=[O:15])([OH:16])[OH:17])([P:18](=[O:19])([OH:20])[OH:21])[CH2:3][CH:4]1[CH2:9][CH2:8][CH2:7][CH2:6][CH:5]1[SH:10]. The reactants are CCOC(CN)OCC, CCN=C=NCCCN(C)C, Cc1ccc(C(=O)O)cc1-c1ccc(NC(=O)c2c(F)cccc2F)cc1, CN(C)C=O, O. Product: CCOC(CNC(=O)c1ccc(C)c(-c2ccc(NC(=O)c3c(F)cccc3F)cc2)c1)OCC. RXN SMILES: [CH2:28]([CH3:29])[O:30][CH:31]([CH2:32][NH2:33])[O:34][CH2:35][CH3:36].[CH3:37][N:38]([CH3:39])[CH2:40][CH2:41][CH2:42][N:43]=[C:44]=[N:45][CH2:46][CH3:47].[F:1][c:2]1[c:3]([C:4](=[O:5])[NH:6][c:7]2[cH:8][cH:9][c:10](-[c:13]3[cH:14][c:15]([C:20](=[O:21])[OH:22])[cH:16][cH:17][c:18]3[CH3:19])[cH:11][cH:12]2)[c:23]([F:27])[cH:24][cH:25][cH:26]1.[O:48]=[CH:49][N:50]([CH3:51])[CH3:52].[OH2:53]>>[F:1][c:2]1[c:3]([C:4](=[O:5])[NH:6][c:7]2[cH:8][cH:9][c:10](-[c:13]3[cH:14][c:15]([C:20](=[O:21])[NH:33][CH2:32][CH:31]([O:30][CH2:28][CH3:29])[O:34][CH2:35][CH3:36])[cH:16][cH:17][c:18]3[CH3:19])[cH:11][cH:12]2)[c:23]([F:27])[cH:24][cH:25][cH:26]1. The reactants are NCCCBr, Br, N#CC1(c2ccccc2)CCNCC1, C1COCCO1, Cl, [K+], [K+], [Na+], O=C([O-])[O-], [OH-], O. Yields the product N#CC1(c2ccccc2)CCN(CCCN)CC1. Reaction SMILES: [Br:19][CH2:20][CH2:21][CH2:22][NH2:23].[BrH:18].[C:2](#[N:3])[C:4]1([c:10]2[cH:11][cH:12][cH:13][cH:14][cH:15]2)[CH2:5][CH2:6][NH:7][CH2:8][CH2:9]1.[CH2:30]1[O:31][CH2:32][CH2:33][O:34][CH2:35]1.[ClH:1].[K+:24].[K+:25].[Na+:17].[O-:26][C:27]([O-:28])=[O:29].[OH-:16].[OH2:36]>>[C:2](#[N:3])[C:4]1([c:10]2[cH:11][cH:12][cH:13][cH:14][cH:15]2)[CH2:5][CH2:6][N:7]([CH2:20][CH2:21][CH2:22][NH2:23])[CH2:8][CH2:9]1. Starting materials: N(=[N+]=[N-])[C@H](CO)C=1C=NC(=CC1)C(F)(F)F ((S)-2-azido-2-(6-(trifluoromethyl)pyridin-3-yl)ethanol). The reagents and catalysts are [Pd] (Pd—C). The solvent is C(C)(=O)OCC (ethyl acetate). Run at time 1 hour. The product is N[C@H](CO)C=1C=NC(=CC1)C(F)(F)F ((S)-2-Amino-2-(6-(trifluoromethyl)pyridin-3-yl)ethanol). RXN SMILES: [N:1]([C@@H:4]([C:7]1[CH:8]=[N:9][C:10]([C:13]([F:16])([F:15])[F:14])=[CH:11][CH:12]=1)[CH2:5][OH:6])=[N+]=[N-]>C(OCC)(=O)C.[Pd]>[NH2:1][C@@H:4]([C:7]1[CH:8]=[N:9][C:10]([C:13]([F:16])([F:14])[F:15])=[CH:11][CH:12]=1)[CH2:5][OH:6]. Procedure: A mixture of (S)-2-azido-2-(6-(trifluoromethyl)pyridin-3-yl)ethanol (604 mg, 2.60 mmol) in ethyl acetate (28 mL) and 10% Pd—C (70 mg) was stirred under H2 (1 atm) for 1 hr. The catalyst was filtered off and the filtrate was concentrated to afford the title compound. 1H-NMR (300 MHz, CDCl3): 8.64 (s, 1H), 7.86 (d, 1H, J=8.1 Hz), 7.60 (d, 1H, J=8.1 Hz), 4.16 (m, 1H), 3.73 (dd, 1H, J=10.5, 4.2 Hz), 3.56 (dd, 1H, J=10.4, 7.2 Hz).